describe an organic reaction: reactants, conditions, products, and yield From a dataset of the Open Reaction Database (ORD), a public repository of structured organic reaction records. The reactants are BrC=1C=CC(=NC1)C(=O)N1CCN(CC1)CC(CC#N)N1N=CC(=C1)C=1C2=C(N=CN1)NC=C2 (4-{4-[(5-bromopyridin-2-yl)carbonyl]piperazin-1-yl}-3-[4-(7H-pyrrolo[2,3-d]pyrimidin-4-yl)-1H-pyrazol-1-yl]butanenitrile), CN(C=O)C (N,N-Dimethylformamide). The reagents and catalysts are [C-]#N.[Zn+2].[C-]#N (Zinc cyanide), C=1C=CC(=CC1)[P](C=2C=CC=CC2)(C=3C=CC=CC3)[Pd]([P](C=4C=CC=CC4)(C=5C=CC=CC5)C=6C=CC=CC6)([P](C=7C=CC=CC7)(C=8C=CC=CC8)C=9C=CC=CC9)[P](C=1C=CC=CC1)(C=1C=CC=CC1)C=1C=CC=CC1 (tetrakis(triphenylphosphine)palladium(0)). Conditions: temperature 150 celsius. The product is C(#N)CC(CN1CCN(CC1)C(=O)C1=NC=C(C#N)C=C1)N1N=CC(=C1)C=1C2=C(N=CN1)NC=C2 (6-[(4-{3-cyano-2-[4-(7H-pyrrolo[2,3-d]pyrimidin-4-yl)-1H-pyrazol-1-yl]propyl}piperazin-1-yl)carbonyl]nicotinonitrile). As a reaction SMILES: Br[C:2]1[CH:3]=[CH:4][C:5]([C:8]([N:10]2[CH2:15][CH2:14][N:13]([CH2:16][CH:17]([N:21]3[CH:25]=[C:24]([C:26]4[C:27]5[CH:34]=[CH:33][NH:32][C:28]=5[N:29]=[CH:30][N:31]=4)[CH:23]=[N:22]3)[CH2:18][C:19]#[N:20])[CH2:12][CH2:11]2)=[O:9])=[N:6][CH:7]=1.[CH3:35][N:36](C)C=O>[C-]#N.[Zn+2].[C-]#N.C1C=CC([P]([Pd]([P](C2C=CC=CC=2)(C2C=CC=CC=2)C2C=CC=CC=2)([P](C2C=CC=CC=2)(C2C=CC=CC=2)C2C=CC=CC=2)[P](C2C=CC=CC=2)(C2C=CC=CC=2)C2C=CC=CC=2)(C2C=CC=CC=2)C2C=CC=CC=2)=CC=1>[C:19]([CH2:18][CH:17]([N:21]1[CH:25]=[C:24]([C:26]2[C:27]3[CH:34]=[CH:33][NH:32][C:28]=3[N:29]=[CH:30][N:31]=2)[CH:23]=[N:22]1)[CH2:16][N:13]1[CH2:14][CH2:15][N:10]([C:8]([C:5]2[CH:4]=[CH:3][C:2]([C:35]#[N:36])=[CH:7][N:6]=2)=[O:9])[CH2:11][CH2:12]1)#[N:20] |f:2.3.4,^1:48,50,69,88|. Procedure details: Zinc cyanide (24 mg, 0.20 mmol) and tetrakis(triphenylphosphine)palladium(0) (17 mg, 0.014 mmol) were added to a solution of 4-{4-[(5-bromopyridin-2-yl)carbonyl]piperazin-1-yl}-3-[4-(7H-pyrrolo[2,3-d]pyrimidin-4-yl)-1H-pyrazol-1-yl]butanenitrile (15 mg, 0.029 mmol) in N,N-Dimethylformamide (0.48 mL). The mixture was degassed, then heated in the microwave at 150° C. for 15 minutes. The mixture was diluted with MeCN (1 mL), filtered and purified via preparative HPLC-MS, eluting with a gradient of ...